Dataset: the Open Reaction Database (ORD), a public repository of structured organic reaction records. Task: describe an organic reaction: reactants, conditions, products, and yield The reactants are [OH-].[Na+] (sodium hydroxide), NC=1N=C(C=2N=CN([C@H]3[C@H](OC)[C@H](O)[C@@H](CO)O3)C2N1)N (2-amino-2'-O-methyladenosine), Compound 30, [H+].[B-](F)(F)(F)F (fluoboric acid), aqueous solution, N(=O)[O-].[Na+] (sodium nitrite). Conditions: temperature -20 celsius. Yields the product FC=1N=C(C=2N=CN([C@H]3[C@H](OC)[C@H](O)[C@@H](CO)O3)C2N1)N (2-fluoro-2'-O-methyladenosine). Yield: 23.0%. As a reaction SMILES: N[C:2]1[N:3]=[C:4]([NH2:21])[C:5]2[N:6]=[CH:7][N:8]([C:19]=2[N:20]=1)[C@@H:9]1[O:18][C@H:15]([CH2:16][OH:17])[C@@H:13]([OH:14])[C@H:10]1[O:11][CH3:12].N([O-])=O.[Na+].[OH-].[Na+].[H+].[B-](F)(F)(F)[F:30]>>[F:30][C:2]1[N:3]=[C:4]([NH2:21])[C:5]2[N:6]=[CH:7][N:8]([C:19]=2[N:20]=1)[C@@H:9]1[O:18][C@H:15]([CH2:16][OH:17])[C@@H:13]([OH:14])[C@H:10]1[O:11][CH3:12] |f:1.2,3.4,5.6|. Procedure: 3 g of 2-amino-2'-O-methyladenosine, the Compound 30 in Example 15, was dissolved in 35 ml of 42% fluoboric acid. 1.3 g/10 ml aqueous solution of sodium nitrite was added to the solution with stirring at -5° C. to -10° C. and stirred for one hour. The reaction mixture was cooled to -20° C. and neutralized by 50% sodium hydroxide aqueous solution. The solution was desalted by hydrophobic column chromatography and crystallized from methanol to give 697 mg of 2-fluoro-2'-O-methyladenosine (Compound... Reactants: BrC1=C(C=NN1C(C)(C)C)C=1SC=C(N1)CC(=O)NCC1CCOCC1 (2-(2-(5-bromo-1-tert-butyl-1H-pyrazol-4-yl)thiazol-4-yl)-N-((tetrahydro-2H-pyran-4-yl)methyl)acetamide), FC(C1=CC=C(C=C1)B(O)O)(F)F (4-(trifluoromethyl)phenylboronic acid). Product: C(C)(C)(C)N1N=CC(=C1C1=CC=C(C=C1)C(F)(F)F)C=1SC=C(N1)CC(=O)NCC1CCOCC1 (2-(2-{1-tert-butyl-5-[4-(trifluoromethyl)phenyl]-1H-pyrazol-4-yl}-1,3-thiazol-4-yl)-N-(tetrahydro-2H-pyran-4-ylmethyl)acetamide). As a reaction SMILES: Br[C:2]1[N:6]([C:7]([CH3:10])([CH3:9])[CH3:8])[N:5]=[CH:4][C:3]=1[C:11]1[S:12][CH:13]=[C:14]([CH2:16][C:17]([NH:19][CH2:20][CH:21]2[CH2:26][CH2:25][O:24][CH2:23][CH2:22]2)=[O:18])[N:15]=1.[F:27][C:28]([F:39])([F:38])[C:29]1[CH:34]=[CH:33][C:32](B(O)O)=[CH:31][CH:30]=1>>[C:7]([N:6]1[C:2]([C:32]2[CH:33]=[CH:34][C:29]([C:28]([F:39])([F:38])[F:27])=[CH:30][CH:31]=2)=[C:3]([C:11]2[S:12][CH:13]=[C:14]([CH2:16][C:17]([NH:19][CH2:20][CH:21]3[CH2:26][CH2:25][O:24][CH2:23][CH2:22]3)=[O:18])[N:15]=2)[CH:4]=[N:5]1)([CH3:10])([CH3:9])[CH3:8]. Procedure: Using 2-(2-(5-bromo-1-tert-butyl-1H-pyrazol-4-yl)thiazol-4-yl)-N-((tetrahydro-2H-pyran-4-yl)methyl)acetamide and 4-(trifluoromethyl)phenylboronic acid and by reaction and purification in the same manner as in the method described in Example 30, step 9, the title compound was obtained. MS (API): 507 (M+H) The reactants are Tl2O3, OS(=O)(=O)O (H2SO4), C(C=C)OC1=C(C=CC=C1)Br (o-allyloxy-bromo-benzene). The solvent is O (water), O (water). Reaction conditions: time 30 minute. Yields the product BrC=1C=CC=C2CC(COC12)O (8-Bromo-3-chromanol). Reaction SMILES: [OH:1]S(O)(=O)=O.[CH2:6]([O:9][C:10]1[CH:15]=[CH:14][CH:13]=[CH:12][C:11]=1[Br:16])[CH:7]=[CH2:8]>O>[Br:16][C:11]1[CH:12]=[CH:13][CH:14]=[C:15]2[C:10]=1[O:9][CH2:6][CH:7]([OH:1])[CH2:8]2. Procedure: Tl2O3 (2.38 g, 5.2 mmol) was added at room temperature to a mixture of H2SO4 (6.9 ml) and water (6.1 ml) and this mixture was stirred for 30 min and added to o-allyloxy-bromo-benzene (1.9 g, 8.92 mmol) and water was added (37 ml). The reaction mixture was stirred in 60° C. under Argon. The product was extracted with CH2Cl2 and the organic layer was washed with water, dried (Na2SO4), filtered and the solvent was removed under reduced pressure to give 1.34 g of a raw oil, which was chromatographed... Starting materials: C(C)N1N=CC(=C1)CN(C(=O)C1CCCC2=CC=C(C=C12)O)C1=CC=C(C=C1)C(C)C (N-[(1-ethylpyrazol-4-yl)methyl]-7-hydroxy-N-(4-isopropylphenyl)-1,2,3,4-tetrahydronaphthalene-1-carboxamide), Cl.ClCCN(C)C (2-chloro-N,N-dimethylethylamine hydrochloride). Product: CN(CCOC1=CC=C2CCCC(C2=C1)C(=O)N(C1=CC=C(C=C1)C(C)C)CC=1C=NN(C1)CC)C (7-[2-(dimethylamino)ethoxy]-N-[(1-ethylpyrazol-4-yl)methyl]-N-(4-isopropylphenyl)-1,2,3,4-tetrahydronaphthalene-1-carboxamide). Yield: 30.5%. As a reaction SMILES: [CH2:1]([N:3]1[CH:7]=[C:6]([CH2:8][N:9]([C:23]2[CH:28]=[CH:27][C:26]([CH:29]([CH3:31])[CH3:30])=[CH:25][CH:24]=2)[C:10]([CH:12]2[C:21]3[C:16](=[CH:17][CH:18]=[C:19]([OH:22])[CH:20]=3)[CH2:15][CH2:14][CH2:13]2)=[O:11])[CH:5]=[N:4]1)[CH3:2].Cl.Cl[CH2:34][CH2:35][N:36]([CH3:38])[CH3:37]>>[CH3:37][N:36]([CH3:38])[CH2:35][CH2:34][O:22][C:19]1[CH:20]=[C:21]2[C:16]([CH2:15][CH2:14][CH2:13][CH:12]2[C:10]([N:9]([CH2:8][C:6]2[CH:5]=[N:4][N:3]([CH2:1][CH3:2])[CH:7]=2)[C:23]2[CH:24]=[CH:25][C:26]([CH:29]([CH3:30])[CH3:31])=[CH:27][CH:28]=2)=[O:11])=[CH:17][CH:18]=1 |f:1.2|. Procedure: By the reaction and treatment in the same manner as in Example 106 using N-[(1-ethylpyrazol-4-yl)methyl]-7-hydroxy-N-(4-isopropylphenyl)-1,2,3,4-tetrahydronaphthalene-1-carboxamide (0.42 g) and 2-chloro-N,N-dimethylethylamine hydrochloride (0.22 g) as starting materials, 7-[2-(dimethylamino)ethoxy]-N-[(1-ethylpyrazol-4-yl)methyl]-N-(4-isopropylphenyl)-1,2,3,4-tetrahydronaphthalene-1-carboxamide (0.15 g) was obtained.